Dataset: the Open Reaction Database (ORD), a public repository of structured organic reaction records. Task: describe an organic reaction: reactants, conditions, products, and yield Starting materials: CCOC(C)=O, [H][H], O=C1CC(C(=O)O)C(=O)C(Cc2ccccc2)N1. Product: O=C1CCC(=O)C(Cc2ccccc2)N1. Reaction SMILES: [CH3:21][CH2:22][O:23][C:24](=[O:25])[CH3:26].[H:19][H:20].[O:1]=[C:2]1[CH:3]([CH2:12][c:13]2[cH:14][cH:15][cH:16][cH:17][cH:18]2)[NH:4][C:5](=[O:11])[CH2:6][CH:7]1[C:8]([OH:9])=[O:10]>>[O:1]=[C:2]1[CH:3]([CH2:12][c:13]2[cH:14][cH:15][cH:16][cH:17][cH:18]2)[NH:4][C:5](=[O:11])[CH2:6][CH2:7]1.